From a dataset of the Open Reaction Database (ORD), a public repository of structured organic reaction records. describe an organic reaction: reactants, conditions, products, and yield Reactants: C1(=CC=CC=C1)C1OC2=CC=C(C=C2C(C1)O)O (2-phenylchroman-4,6-diol), OC=1C=C2C(CC(OC2=CC1)C1=CC=C(C=C1)OC)=O (6-hydroxy-2-(4-methoxyphenyl)chroman-4-one). Yields the product COC1=CC=C(C=C1)C1OC2=CC=C(C=C2C(C1)O)O (2-(4-Methoxyphenyl)chroman-4,6-diol). As a reaction SMILES: C1(C2CC(O)C3C(=CC=C(O)C=3)O2)C=CC=CC=1.[OH:19][C:20]1[CH:21]=[C:22]2[C:27](=[CH:28][CH:29]=1)[O:26][CH:25]([C:30]1[CH:35]=[CH:34][C:33]([O:36][CH3:37])=[CH:32][CH:31]=1)[CH2:24][C:23]2=[O:38]>>[CH3:37][O:36][C:33]1[CH:34]=[CH:35][C:30]([CH:25]2[CH2:24][CH:23]([OH:38])[C:22]3[C:27](=[CH:28][CH:29]=[C:20]([OH:19])[CH:21]=3)[O:26]2)=[CH:31][CH:32]=1. Reported procedure: 2-(4-Methoxyphenyl)chroman-4,6-diol was prepared as described for 2-phenylchroman-4,6-diol in Example 8(a) starting from 6-hydroxy-2-(4-methoxyphenyl)chroman-4-one. 1H NMR (300 MHz, d6-DMSO) δ: 8.78 (s, 1H), 7.35 (d, 2H, J 8.7 Hz), 6.94 (d, 2H, J 8.7 Hz), 6.88 (d, 1H, J 2.5 Hz), 6.56 (d, 1H, J 8.7 Hz), 6.52 (dd, 1H, J 8.7, 2.5 Hz), 5.37 (br s, 1H), 5.04 (d, 1H, J 10.9 Hz), 4.83-4.89 (m, 1H), 3.76 (s, 3H), 2.18-2.25 (m, 1H), 1.85-1.97 (m, 1H).